This data is from the Open Reaction Database (ORD), a public repository of structured organic reaction records. The task is: describe an organic reaction: reactants, conditions, products, and yield Starting materials: O=[N+]([O-])c1ccc(Sc2cccc3cnccc23)cc1, [Na+], [OH-], O, O=S(=O)(O)O. The product is O=[N+]([O-])c1ccc(S(=O)(=O)c2cccc3cnccc23)cc1. Reaction SMILES: [N+:1](=[O:2])([O-:3])[c:4]1[cH:5][cH:6][c:7]([S:10][c:11]2[c:12]3[cH:13][cH:14][n:15][cH:16][c:17]3[cH:18][cH:19][cH:20]2)[cH:8][cH:9]1.[Na+:22].[OH-:21].[OH2:23].[S:24](=[O:25])(=[O:26])([OH:27])[OH:28]>>[N+:1](=[O:2])([O-:3])[c:4]1[cH:5][cH:6][c:7]([S:10]([c:11]2[c:12]3[cH:13][cH:14][n:15][cH:16][c:17]3[cH:18][cH:19][cH:20]2)(=[O:21])=[O:23])[cH:8][cH:9]1. Procedure details: Into a 1000 ml three necked flask equiped with a reflux condenser and an addition funnel was placed 8.8 g of magnesium turnings (0.36 mole) and 400 ml of diethyl ether. After activation of the magnesium with 0.02 g of iodine, the mixture was heated to reflux and a solution of 44 g (0.35 mole) of benzyl chloride in ethyl ether was added at a rate to maintain the reflux. When the reaction had subsided, a solution of 50 g (0.29 mole) of 3,4-dichlorobenzaldehyde in 75 ml of diethyl ether was added a... Yields the product ClC=1C=C(C=CC1Cl)C(O)CC1=CC=CC=C1 (3,4-dichlorophenyl benzyl carbinol). The yield is 96.8%. Run in C(C)OCC (ethyl ether), C(C)OCC (diethyl ether), C(C)OCC (diethyl ether). Run at time 15 minute. The reagents and catalysts are II (iodine). Reaction SMILES: [Mg].[CH2:2](Cl)[C:3]1[CH:8]=[CH:7][CH:6]=[CH:5][CH:4]=1.[Cl:10][C:11]1[CH:12]=[C:13]([CH:16]=[CH:17][C:18]=1[Cl:19])[CH:14]=[O:15]>C(OCC)C.II>[Cl:10][C:11]1[CH:12]=[C:13]([CH:14]([CH2:2][C:3]2[CH:8]=[CH:7][CH:6]=[CH:5][CH:4]=2)[OH:15])[CH:16]=[CH:17][C:18]=1[Cl:19]. The reactants are C(C1=CC=CC=C1)Cl (benzyl chloride), three, [Mg] (magnesium), [Mg] (magnesium), ClC=1C=C(C=O)C=CC1Cl (3,4-dichlorobenzaldehyde). The reactants are CC1=C(C=C(C(=O)OCC)C=C1)NC(=O)C1=CSC2=C1N=CN=C2SC (Ethyl 4-methyl-3-(4-(methylthio)thieno[3,2-d]pyrimidine-7-carboxamido)benzoate), C1=CC(=CC(=C1)Cl)C(=O)OO (m-CPBA). The solvent is C(Cl)Cl (DCM), C(Cl)Cl (DCM). Run at time 2 hour. Yields the product CC1=C(C=C(C(=O)OCC)C=C1)NC(=O)C1=CSC2=C1N=CN=C2S(=O)C (Ethyl 4-methyl-3-(4-(methylsulfinyl)thieno[3,2-d]pyrimidine-7-carboxamido)benzoate). As a reaction SMILES: [CH3:1][C:2]1[CH:12]=[CH:11][C:5]([C:6]([O:8][CH2:9][CH3:10])=[O:7])=[CH:4][C:3]=1[NH:13][C:14]([C:16]1[C:20]2[N:21]=[CH:22][N:23]=[C:24]([S:25][CH3:26])[C:19]=2[S:18][CH:17]=1)=[O:15].C1C=C(Cl)C=C(C(OO)=[O:35])C=1>C(Cl)Cl>[CH3:1][C:2]1[CH:12]=[CH:11][C:5]([C:6]([O:8][CH2:9][CH3:10])=[O:7])=[CH:4][C:3]=1[NH:13][C:14]([C:16]1[C:20]2[N:21]=[CH:22][N:23]=[C:24]([S:25]([CH3:26])=[O:35])[C:19]=2[S:18][CH:17]=1)=[O:15]. Procedure details: Ethyl 4-methyl-3-(4-(methylthio)thieno[3,2-d]pyrimidine-7-carboxamido)benzoate (500 mg, 1.29 mmol) was dissolved in DCM (6 mL) and m-CPBA (290 mg, 1.67 mmol) was added thereto at 0° C. The reaction mixture was stirred at room temperature for 2 hours, diluted with DCM (30 mL) and washed with sat. NaHCO3 solution. The organic layer was dried with anhydrous MgSO4, filtered with Celite and concentrated to obtain the title compound without further purification.